This data is from the Open Reaction Database (ORD), a public repository of structured organic reaction records. The task is: describe an organic reaction: reactants, conditions, products, and yield Procedure: This compound is prepared by an analogous method to (1R/S,3R)-3-((R/S)-(2-cyclohexyl-2-hydroxy-2-phenyl-acetoxy)-1-methyl-1-(pyrazin-2-ylcarbamoylmethyl)-pyrrolidinium bromide (Example 1) by replacing cyclohexyl-hydroxy-phenyl-acetic acid with cyclopentyl-mandelic acid. Starting materials: [Br-].C1(CCCCC1)C(C(=O)OC1[N+](CCC1)(C(C(N)=O)C1=NC=CN=C1)C)(C1=CC=CC=C1)O ((R/S)-(2-Cyclohexyl-2-hydroxy-2-phenyl-acetoxy)-1-methyl-1-(pyrazin-2-yl-carbamoylmethyl)-pyrrolidinium bromide), C1(CCCC1)C(C(=O)O)(O)C1=CC=CC=C1 (cyclopentyl-mandelic acid). The product is [Br-].C1(CCCC1)C(C(=O)OC1[N+](CCC1)(C(C(N)=O)C1=NC=CN=C1)C)(C1=CC=CC=C1)O ((R/S)-(2-Cyclopentyl-2-hydroxy-2-phenyl-acetoxy)-1-methyl-1-(pyrazin-2-yl-carbamoylmethyl)-pyrrolidinium bromide). As a reaction SMILES: [Br-:1].[CH:2]1([C:8]([OH:34])([C:28]2C=[CH:32][CH:31]=[CH:30][CH:29]=2)[C:9]([O:11][CH:12]2[CH2:16][CH2:15][CH2:14][N+:13]2([CH3:27])[CH:17]([C:21]2[CH:26]=[N:25][CH:24]=[CH:23][N:22]=2)[C:18](=[O:20])[NH2:19])=[O:10])[CH2:7][CH2:6][CH2:5][CH2:4][CH2:3]1.C1(C(C2C=CC=CC=2)(O)C(O)=O)CCCC1>>[Br-:1].[CH:28]1([C:8]([OH:34])([C:2]2[CH:7]=[CH:6][CH:5]=[CH:4][CH:3]=2)[C:9]([O:11][CH:12]2[CH2:16][CH2:15][CH2:14][N+:13]2([CH3:27])[CH:17]([C:21]2[CH:26]=[N:25][CH:24]=[CH:23][N:22]=2)[C:18](=[O:20])[NH2:19])=[O:10])[CH2:29][CH2:30][CH2:31][CH2:32]1 |f:0.1,3.4|. Reactants: [Li]CCCC, C1CCOC1, CCCCCC, C[Si](C)(C)N[Si](C)(C)C, CC#N, COc1ccc2c(c1)C(=O)C(C)(C)C2, O. Yields the product COc1ccc2c(c1)C(=CC#N)C(C)(C)C2. Reaction SMILES: [CH2:16]([Li:17])[CH2:18][CH2:19][CH3:20].[CH2:38]1[O:39][CH2:40][CH2:41][CH2:42]1.[CH3:10][CH2:11][CH2:12][CH2:13][CH2:14][CH3:15].[CH3:1][Si:2]([CH3:3])([CH3:4])[NH:5][Si:6]([CH3:7])([CH3:8])[CH3:9].[CH3:21][C:22]#[N:23].[CH3:24][O:25][c:26]1[cH:27][cH:28][c:29]2[c:33]([cH:34]1)[C:32](=[O:35])[C:31]([CH3:36])([CH3:37])[CH2:30]2.[OH2:43]>>[CH:21]([C:22]#[N:23])=[C:32]1[C:31]([CH3:36])([CH3:37])[CH2:30][c:29]2[cH:28][cH:27][c:26]([O:25][CH3:24])[cH:34][c:33]21.